Dataset: the Open Reaction Database (ORD), a public repository of structured organic reaction records. Task: describe an organic reaction: reactants, conditions, products, and yield The product is CC1CC(O)CCN1C(=O)OC(C)(C)C. The reactants are [BH4-], CCOC(C)=O, CC1CC(=O)CCN1C(=O)OC(C)(C)C, CO, [Na+], O. As a reaction SMILES: [BH4-:16].[CH3:19][CH2:20][O:21][C:22](=[O:23])[CH3:24].[CH3:1][CH:2]1[N:3]([C:9](=[O:10])[O:11][C:12]([CH3:13])([CH3:14])[CH3:15])[CH2:4][CH2:5][C:6](=[O:8])[CH2:7]1.[CH3:25][OH:26].[Na+:17].[OH2:18]>>[CH3:1][CH:2]1[N:3]([C:9](=[O:10])[O:11][C:12]([CH3:13])([CH3:14])[CH3:15])[CH2:4][CH2:5][CH:6]([OH:8])[CH2:7]1. Starting materials: ONC(OC(C)(C)C)=O (tert-butyl N-hydroxycarbamate), C(C)N(C(=O)Cl)CC (diethyl carbamoyl chloride). Yields the product C(C)N(C(ONC(=O)OC(C)(C)C)=O)CC ([(tert-Butoxy)carbonyl]amino N,N-diethylcarbamate). Reaction SMILES: [OH:1][NH:2][C:3](=[O:9])[O:4][C:5]([CH3:8])([CH3:7])[CH3:6].[CH2:10]([N:12]([CH2:16][CH3:17])[C:13](Cl)=[O:14])[CH3:11]>>[CH2:10]([N:12]([CH2:16][CH3:17])[C:13](=[O:14])[O:1][NH:2][C:3]([O:4][C:5]([CH3:8])([CH3:7])[CH3:6])=[O:9])[CH3:11]. Procedure details: [(tert-Butoxy)carbonyl]amino N,N-diethylcarbamate is prepared from tert-butyl N-hydroxycarbamate and diethyl carbamoyl chloride according to Scheme 1. (0.67 g, 39%), 1H NMR (500 MHz, CHLOROFORM-d) δ ppm 7.84 (1H, br. s.), 3.33 (4H, q, 7.1 Hz), 1.48 (9H, s), 1.11-1.28 (6H, m). Starting materials: FC1=NC=C(C2=C1N=CN2[C@H]2C=C[C@H](C2)O)F ((1S,4R)-4-(4,7-difluoro-1H-imidazo[4,5-c]pyridin-1-yl)cyclopent-2-enol), N (ammonia). Run at temperature 100 celsius. The product is NC1=NC=C(C2=C1N=CN2[C@H]2C=C[C@H](C2)O)F ((1S,4R)-4-(4-amino-7-fluoro-1H-imidazo[4,5-c]pyridin-1-yl)cyclopent-2-enol). RXN SMILES: F[C:2]1[C:7]2[N:8]=[CH:9][N:10]([C@@H:11]3[CH2:15][C@H:14]([OH:16])[CH:13]=[CH:12]3)[C:6]=2[C:5]([F:17])=[CH:4][N:3]=1.[NH3:18]>>[NH2:18][C:2]1[C:7]2[N:8]=[CH:9][N:10]([C@@H:11]3[CH2:15][C@H:14]([OH:16])[CH:13]=[CH:12]3)[C:6]=2[C:5]([F:17])=[CH:4][N:3]=1. Reported procedure: Liquid ammonia (100 mL) was added to (1S,4R)-4-(4,7-difluoro-1H-imidazo[4,5-c]pyridin-1-yl)cyclopent-2-enol (3-2) (220 mg, 0.6 mmol, 1 equiv). The resulting solution was heated in a high pressure vessel to 100° C. for 3 days. The mixture was then concentrated and purified via reverse phase chromatography (5-95% CH3CN/water with 0.1% TFA modifier) to yield (1S,4R)-4-(4-amino-7-fluoro-1H-imidazo[4,5-c]pyridin-1-yl)cyclopent-2-enol (3-3) as a white solid. LRMS m/z (M+H) 235.0 found, 235.1 required. The reactants are ClC1=CC(=CC2=C1OC1=C2C(NCC1)CF)S(=O)(=O)C1=CC=CC=C1 (6-chloro-1-(fluoromethyl)-8-(phenylsulfonyl)-1,2,3,4-tetrahydrobenzofuro[3,2-c]pyridine), hydrochloride salt, Cl (HCl). The solvent is CO (methanol), CO (methanol). Procedure details: The product of step D (8 mg, 0.02 mmol) was converted to the hydrochloride salt by dissolving in methanol and treating with 1.25 M HCl in methanol. The reaction was concentrated in vacuo to afford 6-chloro-1-(fluoromethyl)-8-(phenyl sulfonyl)-1,2,3,4-tetrahydrobenzofuro[3,2-c]pyridine hydrochloride (6 mg, 71%, AUC HPLC 96%) as a white solid: mp <<MP data>>; 1H NMR (DMSO-d6, 400 MHz) δ 9.51 (br s, 2H), 8.49 (d, J=1.6 Hz, 1H), 8.08-8.04 (m, 3H), 7.73-7.62 (m, 3H), 6.52-6.40 (m, 1H), 4.02-3.95 (m, ... The product is Cl.ClC1=CC(=CC2=C1OC1=C2C(NCC1)CF)S(=O)(=O)C1=CC=CC=C1 (6-chloro-1-(fluoromethyl)-8-(phenyl sulfonyl)-1,2,3,4-tetrahydrobenzofuro[3,2-c]pyridine hydrochloride). Isolated yield 144.1%. As a reaction SMILES: [Cl:1][C:2]1[C:7]2[O:8][C:9]3[CH2:14][CH2:13][NH:12][CH:11]([CH2:15][F:16])[C:10]=3[C:6]=2[CH:5]=[C:4]([S:17]([C:20]2[CH:25]=[CH:24][CH:23]=[CH:22][CH:21]=2)(=[O:19])=[O:18])[CH:3]=1.Cl>CO>[ClH:1].[Cl:1][C:2]1[C:7]2[O:8][C:9]3[CH2:14][CH2:13][NH:12][CH:11]([CH2:15][F:16])[C:10]=3[C:6]=2[CH:5]=[C:4]([S:17]([C:20]2[CH:25]=[CH:24][CH:23]=[CH:22][CH:21]=2)(=[O:18])=[O:19])[CH:3]=1 |f:3.4|. Starting materials: ClC1=C(C=CC2=C1C(NCC=1N2C=NC1C(=O)O)=O)F (7-chloro-8-fluoro-5,6-dihydro-6-oxo-4H-imidazo[1,5-a][1,4]benzodiazepine-3-carboxylic acid), C(=O)=O (CO2). Product: ClC1=C(C=CC2=C1C(N(CC=1N2C=NC1)C)=O)F (7-chloro-8-fluoro-4,5-dihydro-5-methyl-6H-imidazo[1,5-a][1,4]benzodiazepin-6-one). As a reaction SMILES: [Cl:1][C:2]1[C:7]2[C:8](=[O:19])[NH:9][CH2:10][C:11]3[N:12]([CH:13]=[N:14][C:15]=3C(O)=O)[C:6]=2[CH:5]=[CH:4][C:3]=1[F:20].[C:21](=O)=O>C(O)C>[Cl:1][C:2]1[C:7]2[C:8](=[O:19])[N:9]([CH3:21])[CH2:10][C:11]3[N:12]([CH:13]=[N:14][CH:15]=3)[C:6]=2[CH:5]=[CH:4][C:3]=1[F:20]. Procedure: 11.64 g (37.5 mmol) of 7-chloro-8-fluoro-5,6-dihydro-6-oxo-4H-imidazo[1,5-a][1,4]benzodiazepine-3-carboxylic acid was heated to 285° in a metal bath until the CO2 cleavage has finished. The melt was poured into 50 ml of ethanol and the precipitated product was filtered off under suction and washed with ethanol. After drying there was obtained 7-chloro-8-fluoro-4,5-dihydro-5-methyl-6H-imidazo[1,5-a][1,4]benzodiazepin-6-one of melting point 234°-235°. The solvent is C(C)O (ethanol). The reactants are [OH-].[K+] (Potassium hydroxide), C(C)(=O)OC1=C(C=CC=C1)\C=C\C1=C(C=CC(=C1)Cl)Br (trans-2-Acetoxy-2′-bromo-5′-chlorostilbene), FC(C(=O)O)(F)F (trifluoroacetic acid), COCN(C)[Si](C)(C)C (N-methoxymethyl-N-trimethylsilyl-N-methylamine), Cl (HCl). The solvent is O (water), C1(=CC=CC=C1)C (toluene). Run at time 30 minute. Yields the product CN1[C@H]([C@@H](CC1)C1=C(C=CC(=C1)Cl)Br)C1=C(C=CC=C1)O (trans-N-methyl-2-(2-hydroxyphenyl)-3-(2-bromo-5-chlorophenyl)-pyrrolidine). RXN SMILES: C([O:4][C:5]1[CH:10]=[CH:9][CH:8]=[CH:7][C:6]=1/[CH:11]=[CH:12]/[C:13]1[CH:18]=[C:17]([Cl:19])[CH:16]=[CH:15][C:14]=1[Br:20])(=O)C.F[C:22](F)(F)[C:23](O)=O.CO[CH2:30][N:31]([Si](C)(C)C)C.[OH-].[K+].Cl>C1(C)C=CC=CC=1.O>[CH3:30][N:31]1[CH2:23][CH2:22][C@@H:12]([C:13]2[CH:18]=[C:17]([Cl:19])[CH:16]=[CH:15][C:14]=2[Br:20])[C@@H:11]1[C:6]1[CH:7]=[CH:8][CH:9]=[CH:10][C:5]=1[OH:4] |f:3.4|. Reported procedure: trans-2-Acetoxy-2′-bromo-5′-chlorostilbene (1189 g, 3381 mmol) was dissolved in toluene (5350 ml) and trifluoroacetic acid (10.42 ml, 165 mmol) at 33° C. N-methoxymethyl-N-trimethylsilyl-N-methylamine (670 g, 4153 mmol) was added in the course of 1 hour. The organic layer was concentrated under vacuum to an oil. This oil was dissolved in methanol (4160 ml) at 30° C. Potassium hydroxide (209 g, 3725 mmol) in water (900 ml) was added. After 30 minutes, the pH was adjusted to 8-9 with 3N HCl (appro... Reactants: N1=CC=CC=C1 (pyridine), CS(=O)(=O)Cl (methanesulfonyl chloride), NC1=CC=C(OCCN2CCC(CC2)C(=O)C2=CC=C(C=C2)NS(=O)(=O)C)C=C1 (N-[4-[[1-[2-(4-aminophenoxy)ethyl]-4-piperdinyl]carbonyl]phenyl]methanesulfonamide). The solvent is ClCCl (dichloromethane). Run at temperature 25 celsius, time 2 hour. Product: CS(=O)(=O)NC1=CC=C(C(=O)C2CCN(CC2)CCOC2=CC=C(C=C2)NS(=O)(=O)C)C=C1 (N-[4-[2-[4-[4-[(Methylsulfonyl)amino]benzoyl]-1-piperidinyl]ethoxy]phenyl]methanesulfonamide). RXN SMILES: [NH2:1][C:2]1[CH:29]=[CH:28][C:5]([O:6][CH2:7][CH2:8][N:9]2[CH2:14][CH2:13][CH:12]([C:15]([C:17]3[CH:22]=[CH:21][C:20]([NH:23][S:24]([CH3:27])(=[O:26])=[O:25])=[CH:19][CH:18]=3)=[O:16])[CH2:11][CH2:10]2)=[CH:4][CH:3]=1.N1C=CC=CC=1.[CH3:36][S:37](Cl)(=[O:39])=[O:38]>ClCCl>[CH3:27][S:24]([NH:23][C:20]1[CH:21]=[CH:22][C:17]([C:15]([CH:12]2[CH2:11][CH2:10][N:9]([CH2:8][CH2:7][O:6][C:5]3[CH:4]=[CH:3][C:2]([NH:1][S:37]([CH3:36])(=[O:39])=[O:38])=[CH:29][CH:28]=3)[CH2:14][CH2:13]2)=[O:16])=[CH:18][CH:19]=1)(=[O:26])=[O:25]. Procedure details: To a stirring solution of the amine (1.20 g, 2.88 mmol) prepared in the preceding paragraph in dichloromethane (20 mL) at 0° C. under nitrogen was added pyridine (0.47 mL, 5.76 mmol) and methanesulfonyl chloride (0.33 mL, 4.32 mmol). The mixture was stirred at 25° C. for 2 hours and was then partitioned between 5% aqueous sodium bicarbonate and 4:1 dichloromethane/isopropanol. The organic phase was dried (MgSO4), decolorized (charcoal) and concentrated to afford a residue which was triturated wi... Starting materials: CCCC[Sn](CCCC)(CCCC)c1ccccn1, CN(C)C=O, CCOC(C)=O, COC(=O)c1cc(-c2cc(C)cnc2F)cnc1Cl, [Cs+], [Cu]I, [F-], [Pd], c1ccc(P(c2ccccc2)c2ccccc2)cc1, c1ccc(P(c2ccccc2)c2ccccc2)cc1, c1ccc(P(c2ccccc2)c2ccccc2)cc1, c1ccc(P(c2ccccc2)c2ccccc2)cc1. The product is COC(=O)c1cc(-c2cc(C)cnc2F)cnc1-c1ccccn1. As a reaction SMILES: [CH2:20]([Sn:21]([CH2:22][CH2:23][CH2:24][CH3:31])([c:25]1[n:26][cH:27][cH:28][cH:29][cH:30]1)[CH2:32][CH2:33][CH2:34][CH3:35])[CH2:36][CH2:37][CH3:38].[CH3:41][N:42]([CH3:43])[CH:44]=[O:45].[CH3:46][CH2:47][O:48][C:49](=[O:50])[CH3:51].[Cl:1][c:2]1[c:3]([C:16](=[O:17])[O:18][CH3:19])[cH:4][c:5](-[c:8]2[c:9]([F:15])[n:10][cH:11][c:12]([CH3:14])[cH:13]2)[cH:6][n:7]1.[Cs+:40].[Cu:52][I:53].[F-:39].[Pd:54].[c:112]1([P:113]([c:114]2[cH:115][cH:116][cH:117][cH:118][cH:119]2)[c:120]2[cH:121][cH:122][cH:123][cH:124][cH:125]2)[cH:126][cH:127][cH:128][cH:129][cH:130]1.[c:55]1([P:56]([c:57]2[cH:58][cH:59][cH:60][cH:61][cH:62]2)[c:63]2[cH:64][cH:65][cH:66][cH:67][cH:68]2)[cH:69][cH:70][cH:71][cH:72][cH:73]1.[c:74]1([P:75]([c:76]2[cH:77][cH:78][cH:79][cH:80][cH:81]2)[c:82]2[cH:83][cH:84][cH:85][cH:86][cH:87]2)[cH:88][cH:89][cH:90][cH:91][cH:92]1.[c:93]1([P:94]([c:95]2[cH:96][cH:97][cH:98][cH:99][cH:100]2)[c:101]2[cH:102][cH:103][cH:104][cH:105][cH:106]2)[cH:107][cH:108][cH:109][cH:110][cH:111]1>>[c:2]1(-[c:25]2[n:26][cH:27][cH:28][cH:29][cH:30]2)[c:3]([C:16](=[O:17])[O:18][CH3:19])[cH:4][c:5](-[c:8]2[c:9]([F:15])[n:10][cH:11][c:12]([CH3:14])[cH:13]2)[cH:6][n:7]1. Starting materials: NC(=O)NCC(=O)O, CC(C)CC(C(=O)NN(CC(C)C)C(=O)CNC(N)=O)C(CC=Cc1ccccc1)C(=O)NOC1CCCCO1. The product is CC(C)CC(C(=O)NN(CC(C)C)C(=O)CNC(N)=O)C(CC=Cc1ccccc1)C(=O)O. As a reaction SMILES: [C:41]([CH2:42][NH:43][C:44]([NH2:45])=[O:46])(=[O:47])[OH:48].[O:1]1[CH2:2][CH2:3][CH2:4][CH2:5][CH:6]1[O:7][NH:8][C:9](=[O:10])[CH:11]([CH2:12][CH:13]=[CH:14][c:15]1[cH:16][cH:17][cH:18][cH:19][cH:20]1)[CH:21]([C:22](=[O:23])[NH:24][N:25]([C:26]([CH2:27][NH:28][C:29](=[O:30])[NH2:31])=[O:32])[CH2:33][CH:34]([CH3:35])[CH3:36])[CH2:37][CH:38]([CH3:39])[CH3:40]>>[CH:11]([CH2:12][CH:13]=[CH:14][c:15]1[cH:16][cH:17][cH:18][cH:19][cH:20]1)([CH:21]([C:22](=[O:23])[NH:24][N:25]([C:26]([CH2:27][NH:28][C:29](=[O:30])[NH2:31])=[O:32])[CH2:33][CH:34]([CH3:35])[CH3:36])[CH2:37][CH:38]([CH3:39])[CH3:40])[C:41](=[O:47])[OH:48]. Starting materials: O=C([O-])[O-], CN1C(=O)CCC2(C)c3ccc(S)cc3CCC12, CCOC(C)=O, Cc1ccc(C(F)(F)F)c2sc(Cl)nc12, [K+], [K+], CN(C)C=O. Product: Cc1ccc(C(F)(F)F)c2sc(Sc3ccc4c(c3)CCC3N(C)C(=O)CCC43C)nc12. RXN SMILES: [C:19](=[O:20])([O-:21])[O-:22].[CH3:1][N:2]1[C:3](=[O:18])[CH2:4][CH2:5][C:6]2([CH3:17])[c:7]3[c:8]([cH:12][c:13]([SH:16])[cH:14][cH:15]3)[CH2:9][CH2:10][CH:11]12.[CH3:45][CH2:46][O:47][C:48](=[O:49])[CH3:50].[Cl:25][c:26]1[s:27][c:28]2[c:29]([n:30]1)[c:31]([CH3:39])[cH:32][cH:33][c:34]2[C:35]([F:36])([F:37])[F:38].[K+:23].[K+:24].[O:40]=[CH:41][N:42]([CH3:43])[CH3:44]>>[CH3:1][N:2]1[C:3](=[O:18])[CH2:4][CH2:5][C:6]2([CH3:17])[c:7]3[c:8]([cH:12][c:13]([S:16][c:26]4[s:27][c:28]5[c:29]([n:30]4)[c:31]([CH3:39])[cH:32][cH:33][c:34]5[C:35]([F:36])([F:37])[F:38])[cH:14][cH:15]3)[CH2:9][CH2:10][CH:11]12.